Dataset: the Open Reaction Database (ORD), a public repository of structured organic reaction records. Task: describe an organic reaction: reactants, conditions, products, and yield The solvent is ClCCl (dichloromethane). The product is C(C1=CC=CC=C1)OC(=O)N1C[C@H]([C@H](C1)C=O)NC(=O)OC(C)(C)C ((3S,4S)-1-Benzyloxycarbonyl-3-(tert-butoxycarbonyl)amino-4-formylpyrrolidine). Conditions: time 0.5 hour. The reactants are S(=S)(=O)([O-])[O-].[Na+].[Na+] (sodium thiosulfate), C(C1=CC=CC=C1)OC(=O)N1C[C@H]([C@H](C1)CO)NC(=O)OC(C)(C)C ((3S,4S)-1-Benzyloxycarbonyl-3-(tert-butoxycarbonyl)amino-4-hydroxymethylpyrrolidine), resultant mixture, CC(=O)OI1(C=2C=CC=CC2C(=O)O1)(OC(=O)C)OC(=O)C (Dess Martin reagent). Procedure details: (3S,4S)-1-Benzyloxycarbonyl-3-(tert-butoxycarbonyl)amino-4-hydroxymethylpyrrolidine (1.00 g, 2.85 mmol) was dissolved in dichloromethane (40 mL). Under cooling with ice, Dess Martin reagent (1.42 g, 3.42 mmol) was added thereto, and the resultant mixture was stirred at room temperature for 2 hours under a nitrogen atmosphere. Under cooling, 5% aqueous sodium thiosulfate solution (50 mL) was added thereto, followed by stirring for 0.5 hours. The aqueous layer was extracted with dichloromethane (3... As a reaction SMILES: [CH2:1]([O:8][C:9]([N:11]1[CH2:15][C@H:14]([CH2:16][OH:17])[C@H:13]([NH:18][C:19]([O:21][C:22]([CH3:25])([CH3:24])[CH3:23])=[O:20])[CH2:12]1)=[O:10])[C:2]1[CH:7]=[CH:6][CH:5]=[CH:4][CH:3]=1.CC(OI1(OC(C)=O)(OC(C)=O)OC(=O)C2C=CC=CC1=2)=O.S([O-])([O-])(=O)=S.[Na+].[Na+]>ClCCl>[CH2:1]([O:8][C:9]([N:11]1[CH2:15][C@H:14]([CH:16]=[O:17])[C@H:13]([NH:18][C:19]([O:21][C:22]([CH3:25])([CH3:24])[CH3:23])=[O:20])[CH2:12]1)=[O:10])[C:2]1[CH:3]=[CH:4][CH:5]=[CH:6][CH:7]=1 |f:2.3.4|. RXN SMILES: [CH3:1][N:2]([CH3:26])[CH2:3][CH2:4][O:5][C:6]1[C:14]2[NH:13][C:12]3[CH2:15][CH2:16][N:17](C(OC(C)(C)C)=O)[CH2:18][C:11]=3[C:10]=2[CH:9]=[CH:8][CH:7]=1>Cl>[CH3:1][N:2]([CH3:26])[CH2:3][CH2:4][O:5][C:6]1[C:14]2[NH:13][C:12]3[CH2:15][CH2:16][NH:17][CH2:18][C:11]=3[C:10]=2[CH:9]=[CH:8][CH:7]=1. The reactants are CN(CCOC1=CC=CC=2C3=C(NC12)CCN(C3)C(=O)OC(C)(C)C)C (tert-Butyl 6-(2-(dimethylamino)ethoxy)-3,4-dihydro-1H-pyrido[4,3-b]indole-2(5H)-carboxylate). Run at time 19 hour. The product is CN(CCOC1=CC=CC=2C3=C(NC12)CCNC3)C (N,N-dimethyl-2-(2,3,4,5-tetrahydro-1H-pyrido[4,3-b]indol-6-yloxy)ethanamine). The solvent is Cl (HCl), Cl (HCl). Procedure: tert-Butyl 6-(2-(dimethylamino)ethoxy)-3,4-dihydro-1H-pyrido[4,3-b]indole-2(5H)-carboxylate (304 mg, 0.85 mmol) was added to methanolic HCl (20 ml, reagent 10) at 0° C. under air. The resulting solution was stirred at room temperature for 19 hours. The solvent was removed under reduced pressure to afford N,N-dimethyl-2-(2,3,4,5-tetrahydro-1H-pyrido[4,3-b]indol-6-yloxy)ethanamine (205 mg, 93%) as a yellow solid. Yield: 93.0%. Starting materials: CO, CC(C)(C)OC(=O)NC1=NC2(c3cc(N=[N+]=[N-])ccc3F)OCCC2CS1. Yields the product CC(C)(C)OC(=O)NC1=NC2(c3cc(N)ccc3F)OCCC2CS1. As a reaction SMILES: [CH3:28][OH:29].[N:1](=[N+:2]=[N-:3])[c:4]1[cH:5][cH:6][c:7]([F:27])[c:8]([C:10]23[N:11]=[C:12]([NH:19][C:20]([O:21][C:22]([CH3:23])([CH3:24])[CH3:25])=[O:26])[S:13][CH2:14][CH:15]2[CH2:16][CH2:17][O:18]3)[cH:9]1>>[NH2:1][c:4]1[cH:5][cH:6][c:7]([F:27])[c:8]([C:10]23[N:11]=[C:12]([NH:19][C:20]([O:21][C:22]([CH3:23])([CH3:24])[CH3:25])=[O:26])[S:13][CH2:14][CH:15]2[CH2:16][CH2:17][O:18]3)[cH:9]1. Reactants: ClC(=O)OCC (ethyl chloroformate), P(=O)(O)(O)[O-].[K+] (potassium dihydrogen phosphate), C(CCC#C)(=O)O (4-pentynoic acid), hexamethylphosphoamide, [Li+].CC(C)[N-]C(C)C (LDA). Run in C(C)(=O)O (acetic acid), C1CCOC1 (THF), C1CCOC1 (THF). Run at temperature -78 celsius. Product: C(C)OC(C#CCCC(=O)O)=O (6-ethoxy-6-oxo-4-hexynoic acid). The yield is 18.8%. Reaction SMILES: [C:1]([OH:7])(=[O:6])[CH2:2][CH2:3][C:4]#[CH:5].[Li+].CC([N-]C(C)C)C.Cl[C:17]([O:19][CH2:20][CH3:21])=[O:18].P([O-])(O)(O)=O.[K+]>C1COCC1.C(O)(=O)C>[CH2:20]([O:19][C:17](=[O:18])[C:5]#[C:4][CH2:3][CH2:2][C:1]([OH:7])=[O:6])[CH3:21] |f:1.2,4.5|. Procedure details: 4-pentynoic acid (2.01 g) and hexamethylphosphoamide (6.99 mL) were dissolved in 80 mL of THF, and LDA (20.1 mL) was added dropwise over 20 minutes while stirring at −78° C. After this solution was stirred at −78° C. for 1 hour, a solution of ethyl chloroformate (2.18 g) in 20 mL of THF was added dropwise over 15 minutes, and the mixture was stirred at that temperature for 30 minutes. Thereafter, acetic acid (1.15 mL) was added, a temperature was raised to room temperature, a 10% aqueous potassi... Reactants: C(C=O)(=O)OCC (ethyl glyoxylate), C1(=CC=CC=C1)C (toluene), CNN (methylhydrazine). Solvent: C1CCOC1 (THF). Run at temperature 0 celsius, time 16 hour. Product: CN\N=C\C(=O)OCC (E-Ethyl 2-(2-methylhydrazono)acetate). The yield is 78.8%. Reaction SMILES: [C:1]([O:5][CH2:6][CH3:7])(=[O:4])[CH:2]=O.C1(C)C=CC=CC=1.[CH3:15][NH:16][NH2:17]>C1COCC1>[CH3:15][NH:16]/[N:17]=[CH:2]/[C:1]([O:5][CH2:6][CH3:7])=[O:4]. Procedure details: 47% ethyl glyoxylate in toluene (polymer type) (467.84 g, 2.15 mol) was dissolved in THF (620 ml), to the solution was slowly added methylhydrazine (103 g, 1.02 eq) under ice-cooled. After the addition was complete, the mixture was stirred at 0° C. for 30 minutes and at room temperature for 16 hours. The reaction solution was concentrated under reduced pressure. The residue was dissolved in toluene (400 ml), and concentrated under reduced pressure. The resulting solid was washed with tert-butyl ... Reactants: [Na] (sodium), C(C)OC=C(C(=O)OCC)C(=O)OCC (diethyl ethoxymethylenemalonate), C(C)O (ethanol), Cl.C(C)OC1=C(C(=N)N)C=CC=C1 (2-ethoxybenzamidine hydrochloride), C(C)O (ethanol), ice water. Run in C(C)(=O)O (acetic acid). Yields the product O=C1C(=CN=C(N1)C1=C(C=CC=C1)OCC)C(=O)OCC (Ethyl 1,6-dihydro-6-oxo-2-(2-ethoxyphenyl)pyrimidine-5-carboxylate). As a reaction SMILES: [Na].C(O)C.Cl.[CH2:6]([O:8][C:9]1[CH:17]=[CH:16][CH:15]=[CH:14][C:10]=1[C:11]([NH2:13])=[NH:12])[CH3:7].C([O:20][CH:21]=[C:22]([C:28](OCC)=O)[C:23]([O:25][CH2:26][CH3:27])=[O:24])C>C(O)(=O)C>[O:20]=[C:21]1[NH:13][C:11]([C:10]2[CH:14]=[CH:15][CH:16]=[CH:17][C:9]=2[O:8][CH2:6][CH3:7])=[N:12][CH:28]=[C:22]1[C:23]([O:25][CH2:26][CH3:27])=[O:24] |f:2.3,^1:0|. Procedure details: To a cooled solution of sodium (8.2 g., 0.356 g-atom) in 300 ml. ethanol was added all at once 2-ethoxybenzamidine hydrochloride (35.7 g., 0.178 mole). A solution of diethyl ethoxymethylenemalonate (38.4 g., 0.178 mole) in 80 ml. of ethanol was added to the suspension and the mixture was heated under reflux for 21/4 hours. The cooled solution was added to about 2800 ml. of ice-water and the mixture was acidified to pH 5 with glacial acetic acid. The precipitated title product was dried to give 4... Reactants: C(C)OC(=O)C1=CC=C(CN2C=C(C3=CC=CC=C23)CC=2NC=CN2)C=C1 (1-(4-Ethoxycarbonylbenzyl)-3-(1-imidazolylmethyl)indole), [OH-].[Na+] (sodium hydroxide). Solvent: C(C)O (ethanol), O (water). Yields the product C(=O)(O)C1=CC=C(CN2C=C(C3=CC=CC=C23)CC=2NC=CN2)C=C1 (1-(4-carboxybenzyl)-3-(1-imidazolylmethyl)indole). The yield is 53.9%. Reaction SMILES: C([O:3][C:4]([C:6]1[CH:27]=[CH:26][C:9]([CH2:10][N:11]2[C:19]3[C:14](=[CH:15][CH:16]=[CH:17][CH:18]=3)[C:13]([CH2:20][C:21]3[NH:22][CH:23]=[CH:24][N:25]=3)=[CH:12]2)=[CH:8][CH:7]=1)=[O:5])C.[OH-].[Na+]>C(O)C.O>[C:4]([C:6]1[CH:7]=[CH:8][C:9]([CH2:10][N:11]2[C:19]3[C:14](=[CH:15][CH:16]=[CH:17][CH:18]=3)[C:13]([CH2:20][C:21]3[NH:25][CH:24]=[CH:23][N:22]=3)=[CH:12]2)=[CH:26][CH:27]=1)([OH:5])=[O:3] |f:1.2|. Procedure: 1-(4-Ethoxycarbonylbenzyl)-3-(1-imidazolylmethyl)indole (1.53 g) was dissolved in ethanol (25 ml) and a solution of sodium hydroxide (0.2 g) in water (5 ml) was added. The solution was heated under reflux for 2 hours and then evaporated. The residue was taken up in water and the solution was just acidified with acetic acid. A gummy precipitate was formed which solidified on scratching. The solid was filtered off, washed with water and crystallised from ethanol to give 1-(4-carboxybenzyl)-3-(1-im... The reactants are [Br-], C1CCOC1, CON(C)C(=O)c1c(-c2ccccc2)noc1C1CC1, C[Mg+]. The product is CC(=O)c1c(-c2ccccc2)noc1C1CC1. Reaction SMILES: [Br-:21].[CH2:24]1[O:25][CH2:26][CH2:27][CH2:28]1.[CH3:1][O:2][N:3]([C:4](=[O:5])[c:6]1[c:7](-[c:14]2[cH:15][cH:16][cH:17][cH:18][cH:19]2)[n:8][o:9][c:10]1[CH:11]1[CH2:12][CH2:13]1)[CH3:20].[CH3:22][Mg+:23]>>[C:4](=[O:5])([c:6]1[c:7](-[c:14]2[cH:15][cH:16][cH:17][cH:18][cH:19]2)[n:8][o:9][c:10]1[CH:11]1[CH2:12][CH2:13]1)[CH3:22].